This data is from the Open Reaction Database (ORD), a public repository of structured organic reaction records. The task is: describe an organic reaction: reactants, conditions, products, and yield Reactants: C(C1=CC=CC=C1)OC=1C=2N(C=C(C1)C)C(=C(N2)C)C(=O)OCC (ethyl 8-(benzyloxy)-2,6-dimethylimidazo[1,2-a]pyridine-3-carboxylate). The reagents and catalysts are [Pd] (palladium on activated carbon). Run in ClCCl (dichloromethane), C(C)O (ethanol). Reaction conditions: time 8 hour. Product: OC=1C=2N(C=C(C1)C)C(=C(N2)C)C(=O)OCC (Ethyl 8-hydroxy-2,6-dimethylimidazo[1,2-a]pyridine-3-carboxylate). RXN SMILES: C([O:8][C:9]1[C:10]2[N:11]([C:16]([C:20]([O:22][CH2:23][CH3:24])=[O:21])=[C:17]([CH3:19])[N:18]=2)[CH:12]=[C:13]([CH3:15])[CH:14]=1)C1C=CC=CC=1>ClCCl.C(O)C.[Pd]>[OH:8][C:9]1[C:10]2[N:11]([C:16]([C:20]([O:22][CH2:23][CH3:24])=[O:21])=[C:17]([CH3:19])[N:18]=2)[CH:12]=[C:13]([CH3:15])[CH:14]=1. Reported procedure: 74 g (228 mmol) of ethyl 8-(benzyloxy)-2,6-dimethylimidazo[1,2-a]pyridine-3-carboxylate Example 86A were initially charged in 1254 ml of dichloromethane and 251 ml of ethanol, and 20.1 g of 10% palladium on activated carbon (moistened with water 50%) were added under argon. The reaction mixture was hydrogenated overnight at RT and atmospheric pressure. The reaction mixture was filtered off through kieselguhr and concentrated. The crude product was purified by silica gel chromatography (dichlorom... The reactants are ClC1=C(C(=C(C=C1)NC(C(C)(C)C)=O)C#C[Si](C)(C)C)C(F)(F)F (N-{4-chloro-3-(trifluoromethyl)-2-[(trimethylsilyl)ethynyl]phenyl}-2,2-dimethylpropanamide), CCCC[N+](CCCC)(CCCC)CCCC.[F-] (TBAF). Solvent: C1CCOC1 (THF). Reaction conditions: time 14 hour. Yields the product ClC=1C(=C2C=CNC2=CC1)C(F)(F)F (5-Chloro-4-(trifluoromethyl)-1H-indole). Reaction SMILES: [Cl:1][C:2]1[CH:7]=[CH:6][C:5]([NH:8]C(=O)C(C)(C)C)=[C:4]([C:15]#[C:16][Si](C)(C)C)[C:3]=1[C:21]([F:24])([F:23])[F:22].CCCC[N+](CCCC)(CCCC)CCCC.[F-]>C1COCC1>[Cl:1][C:2]1[C:3]([C:21]([F:24])([F:23])[F:22])=[C:4]2[C:5](=[CH:6][CH:7]=1)[NH:8][CH:16]=[CH:15]2 |f:1.2|. Procedure: A solution of N-{4-chloro-3-(trifluoromethyl)-2-[(trimethylsilyl)ethynyl]phenyl}-2,2-dimethylpropanamide (Example 60B) in THF (10 mL) was treated with TBAF (3.2 mL, 1 M in THF, 3 equiv) and the reaction mixture was left to stir at ambient temperature for 14 h. Concentration was followed by partitioning between EtOAc and water. The organic portion was dried (Na2SO4), filtered, and concentrated to a waxy yellow solid. This material was used for the next reaction without further purification: MS (E... Yields the product N#Cc1cc(I)c2c(c1)ncn2-c1ccccc1. Starting materials: Cl, [I-], [K+], O=N[O-], N#Cc1cc(N)c2c(c1)ncn2-c1ccccc1, [Na+], [Na+], [Na+], O, O=S([O-])[O-]. As a reaction SMILES: [ClH:31].[I-:24].[K+:23].[N:19]([O-:20])=[O:21].[NH2:1][c:2]1[cH:3][c:4]([C:17]#[N:18])[cH:5][c:6]2[c:7]1[n:8](-[c:11]1[cH:12][cH:13][cH:14][cH:15][cH:16]1)[cH:9][n:10]2.[Na+:22].[Na+:29].[Na+:30].[OH2:32].[S:25]([O-:26])([O-:27])=[O:28]>>[c:2]1([I:24])[cH:3][c:4]([C:17]#[N:18])[cH:5][c:6]2[c:7]1[n:8](-[c:11]1[cH:12][cH:13][cH:14][cH:15][cH:16]1)[cH:9][n:10]2. Reactants: C(C)(=O)OCC (Ethyl acetate), FC(C(=O)O)(F)F.FC1=CC=C(NC2=C(C(=O)O)C=CC(=C2)C=2C=CC(=NC2)OC)C=C1 (2-(4-fluoroanilino)-4-(2-methoxypyridin-5-yl)benzoic acid trifluoroacetate), C(O)([O-])=O.[Na+] (sodium hydrogen carbonate). The solvent is O (water). The product is FC1=CC=C(NC2=C(C(=O)O)C=CC(=C2)C=2C=CC(=NC2)OC)C=C1 (2-(4-fluoroanilino)-4-(2-methoxypyridin-5-yl)benzoic acid). RXN SMILES: C(OCC)(=O)C.FC(F)(F)C(O)=O.[F:14][C:15]1[CH:38]=[CH:37][C:18]([NH:19][C:20]2[CH:28]=[C:27]([C:29]3[CH:30]=[CH:31][C:32]([O:35][CH3:36])=[N:33][CH:34]=3)[CH:26]=[CH:25][C:21]=2[C:22]([OH:24])=[O:23])=[CH:17][CH:16]=1.C(=O)([O-])O.[Na+]>O>[F:14][C:15]1[CH:38]=[CH:37][C:18]([NH:19][C:20]2[CH:28]=[C:27]([C:29]3[CH:30]=[CH:31][C:32]([O:35][CH3:36])=[N:33][CH:34]=3)[CH:26]=[CH:25][C:21]=2[C:22]([OH:24])=[O:23])=[CH:17][CH:16]=1 |f:1.2,3.4|. Procedure: Ethyl acetate and water were added to 2-(4-fluoroanilino)-4-(2-methoxypyridin-5-yl)benzoic acid trifluoroacetate, and it was adjusted to pH6.0 with saturated sodium hydrogen carbonate aqueous solution. The organic layer was separated and collected,dried over anhydrous magnesium sulfate after sequential washing with water and saturated sodium chloride aqueous solution, and the solvent was removed under reduced pressure. Hexane was added to the obtained residue, and solid matter was filtrated to g... Starting materials: NC1=C2C=3C(=NN(C3C=C1)CCN(CC)CC)C1=C(S2)C(=CC=C1)OC (5-amino-N,N-diethyl-7-methoxy-2H[1]benzothiopyrano[4,3,2-cd]indazole-2-ethanamine), Br (HBr). Yields the product NC1=C2C=3C(=NN(C3C=C1)CCN(CC)CC)C1=C(S2)C(=CC=C1)O (5-Amino-2-[2-(diethylamino)ethyl]-2H[1]benzothiopyrano[4,3,2-cd]indazol-7-ol). As a reaction SMILES: [NH2:1][C:2]1[CH:10]=[CH:9][C:8]2[N:7]([CH2:11][CH2:12][N:13]([CH2:16][CH3:17])[CH2:14][CH3:15])[N:6]=[C:5]3[C:18]4[CH:24]=[CH:23][CH:22]=[C:21]([O:25]C)[C:19]=4[S:20][C:3]=1[C:4]=23.Br>>[NH2:1][C:2]1[CH:10]=[CH:9][C:8]2[N:7]([CH2:11][CH2:12][N:13]([CH2:16][CH3:17])[CH2:14][CH3:15])[N:6]=[C:5]3[C:18]4[CH:24]=[CH:23][CH:22]=[C:21]([OH:25])[C:19]=4[S:20][C:3]=1[C:4]=23. Reported procedure: Reaction of 5-amino-N,N-diethyl-7-methoxy-2H[1]benzothiopyrano[4,3,2-cd]indazole-2-ethanamine with 48% HBr as described in Example 64 gave the product. Starting materials: ClC1=C(C2=C(CC(O2)CO)C=C1)Cl (6,7-dichloro-2,3-dihydro-2-hydroxymethylbenzofuran), S(O)(O)(=O)=O (sulfuric acid), O (water). Reagents/catalysts: [O-2].[O-2].[O-2].[Cr+6] (chromium trioxide). Solvent: CC(=O)C (acetone). Run at temperature 25 celsius, time 18 hour. Yields the product ClC1=C(C2=C(CC(O2)C(=O)O)C=C1)Cl (6,7-Dichloro-2,3-dihydrobenzofuran-2-carboxylic acid). As a reaction SMILES: [Cl:1][C:2]1[CH:12]=[CH:11][C:5]2[CH2:6][CH:7]([CH2:9][OH:10])[O:8][C:4]=2[C:3]=1[Cl:13].S(=O)(=O)(O)[OH:15].O>CC(C)=O.[O-2].[O-2].[O-2].[Cr+6]>[Cl:1][C:2]1[CH:12]=[CH:11][C:5]2[CH2:6][CH:7]([C:9]([OH:15])=[O:10])[O:8][C:4]=2[C:3]=1[Cl:13] |f:4.5.6.7|. Reported procedure: To a solution of 6,7-dichloro-2,3-dihydro-2-hydroxymethylbenzofuran (10.4 gm.) in acetone (200 ml.) cooled to 20° C. is added an oxidizing solution prepared from chromium trioxide (6.0 g.), concentrated sulfuric acid (5.3 ml.) and water (43 ml.) over a one-half hour period. The reaction mixture is stirred at 25° C. for 18 hours. The acetone layer is separated from the precipitated chromium salts, added to water (600 ml.) and extracted with ether (2×150 ml.). The ether extract is washed with wate...